The task is: describe an organic reaction: reactants, conditions, products, and yield. This data is from the Open Reaction Database (ORD), a public repository of structured organic reaction records. The solvent is C1=CC=CC=C1 (benzene). The yield is 29.0%. The product is benzene-petroleum ether, COC1=CC=C(C=C1)[Te]C1=CC=C(C=C1)OC (bis-(p-methoxyphenyl)-telluride), C1(=CC=CC=C1)C1=C(C=CC(=C1)OC)[Te]C1=C(C=C(C=C1)OC)C1=CC=CC=C1 (phenyl-p-methoxyphenyl-telluride). As a reaction SMILES: [C:1]1(NN)[CH:6]=[CH:5][CH:4]=[CH:3][CH:2]=1.[CH3:9][O:10][C:11]1[CH:16]=[CH:15][C:14]([Te:17]([C:19]2[CH:24]=[CH:23][C:22]([O:25][CH3:26])=[CH:21][CH:20]=2)=O)=[CH:13][CH:12]=1>C1C=CC=CC=1>[CH3:26][O:25][C:22]1[CH:21]=[CH:20][C:19]([Te:17][C:14]2[CH:15]=[CH:16][C:11]([O:10][CH3:9])=[CH:12][CH:13]=2)=[CH:24][CH:23]=1.[C:1]1([C:15]2[CH:16]=[C:11]([O:10][CH3:9])[CH:12]=[CH:13][C:14]=2[Te:17][C:19]2[CH:24]=[CH:23][C:22]([O:25][CH3:26])=[CH:21][C:20]=2[C:1]2[CH:6]=[CH:5][CH:4]=[CH:3][CH:2]=2)[CH:6]=[CH:5][CH:4]=[CH:3][CH:2]=1. Reported procedure: Phenylhydrazine (121 mg, 1.12 mmol) was reacted with bis-(p-methoxyphenyl)-telluroxide for 0.2 h. to yield benzene (53%), p.l.c. (benzene-petroleum ether 2.8) afforded bis-(p-methoxyphenyl)-telluride (262 mg, 68%) and phenyl-p-methoxyphenyl-telluride (101 mg, 29%) m.p. 59°-62°. The latter on recrystallisation from methanol gave white needles, m.p. 61°-62° (lit., 60.5-61.5), δ(CDCl3) 7.63 (d, J 8 Hz), 7.72-7.00 (m), 6.70 (d, j 8 Hz) combined integral 9H and 3.73 (3H, S), m/e 314(+), 184(100%) 169... Starting materials: C1(=CC=CC=C1)NN (Phenylhydrazine), COC1=CC=C(C=C1)[Te](=O)C1=CC=C(C=C1)OC (bis-(p-methoxyphenyl)-telluroxide). Reactants: I.N[C@H]1[C@H]2SCC(=C(N2C1=O)C(=O)[O-])\C=C\C[N+](C)(C)CC(N)=O ((E)-(6R,7R)-7-amino-3-[3-(carbamoylmethyl-dimethyl-ammonio)-propenyl]-8-oxo-5-thia-1-aza-bicyclo[4.2.0]oct-2-ene-2-carboxylate monohydroiodide), N,O-Bis(trimethylsilanyl)trifluoroacetamide, Br[C@@H](C(=O)Cl)C ((R)-2-bromo-propionyl chloride), C(C)OCC (diethyl ether), O (water). The solvent is ClCCl.C(C)#N (dichloromethane acetonitrile). Run at time 0.5 hour. Product: Br[C@@H](C(=O)N[C@H]1[C@H]2SCC(=C(N2C1=O)C(=O)[O-])\C=C\C[N+](C)(C)CC(N)=O)C ((E)-(6R,7R)-7-[(R)-2-bromo-propionylamino]-3-[3-(carbamoylmethyl-dimethyl-ammonio)-propenyl]-8-oxo-5-thia-1-aza-bicyclo[4.2.0]oct-2-ene-2-carboxylate). Yield: 91.5%. Reaction SMILES: I.[NH2:2][C@@H:3]1[C:10](=[O:11])[N:9]2[C@@H:4]1[S:5][CH2:6][C:7](/[CH:15]=[CH:16]/[CH2:17][N+:18]([CH2:21][C:22](=[O:24])[NH2:23])([CH3:20])[CH3:19])=[C:8]2[C:12]([O-:14])=[O:13].[Br:25][C@H:26]([CH3:30])[C:27](Cl)=[O:28].C(OCC)C.O>ClCCl.C(#N)C>[Br:25][C@H:26]([CH3:30])[C:27]([NH:2][C@@H:3]1[C:10](=[O:11])[N:9]2[C@@H:4]1[S:5][CH2:6][C:7](/[CH:15]=[CH:16]/[CH2:17][N+:18]([CH2:21][C:22](=[O:24])[NH2:23])([CH3:20])[CH3:19])=[C:8]2[C:12]([O-:14])=[O:13])=[O:28] |f:0.1,5.6|. Procedure: To a suspension of 1.4 g (E)-(6R,7R)-7-amino-3-[3-(carbamoylmethyl-dimethyl-ammonio)-propenyl]-8-oxo-5-thia-1-aza-bicyclo[4.2.0]oct-2-ene-2-carboxylate monohydroiodide in 24 ml of dichloromethane/acetonitrile (1:1) was added 4 ml of N,O-Bis(trimethylsilanyl)trifluoroacetamide and the mixture was stirred at 20° for 0.5 h. After cooling of the reaction mixture to 0°, 2.05 g of (R)-2-bromo-propionyl chloride was added and stirring was continued for 5 min. The solution was dropped onto 0.5 l of diet... The reactants are CCn1c(-c2ccc3[nH]ccc3c2)c(C#N)c2ccc(OC)cc21, CS(=O)(=O)Cl, O, c1ccncc1. Product: CCn1c(-c2ccc3c(ccn3S(C)(=O)=O)c2)c(C#N)c2ccc(OC)cc21. Reaction SMILES: [CH2:1]([CH3:2])[n:3]1[c:4](-[c:16]2[cH:17][c:18]3[cH:19][cH:20][nH:21][c:22]3[cH:23][cH:24]2)[c:5]([C:14]#[N:15])[c:6]2[cH:7][cH:8][c:9]([O:12][CH3:13])[cH:10][c:11]12.[CH3:25][S:26]([Cl:27])(=[O:28])=[O:29].[OH2:36].[cH:30]1[cH:31][cH:32][n:33][cH:34][cH:35]1>>[CH2:1]([CH3:2])[n:3]1[c:4](-[c:16]2[cH:17][c:18]3[cH:19][cH:20][n:21]([S:26]([CH3:25])(=[O:28])=[O:29])[c:22]3[cH:23][cH:24]2)[c:5]([C:14]#[N:15])[c:6]2[cH:7][cH:8][c:9]([O:12][CH3:13])[cH:10][c:11]12. The reactants are CC(C)CC(NC(=O)C(Cc1ccccc1)CC(Cc1ccccc1)C(=O)OCOC(=O)C(C)(C)C)C(=O)OCc1ccccc1, CCO. Yields the product CC(C)CC(NC(=O)C(Cc1ccccc1)CC(Cc1ccccc1)C(=O)OCOC(=O)C(C)(C)C)C(=O)O. As a reaction SMILES: [CH2:1]([c:2]1[cH:3][cH:4][cH:5][cH:6][cH:7]1)[O:8][C:9]([CH:10]([NH:11][C:12]([CH:13]([CH2:14][CH:15]([CH2:16][c:17]1[cH:18][cH:19][cH:20][cH:21][cH:22]1)[C:23](=[O:24])[O:25][CH2:26][O:27][C:28]([C:29]([CH3:30])([CH3:31])[CH3:32])=[O:33])[CH2:34][c:35]1[cH:36][cH:37][cH:38][cH:39][cH:40]1)=[O:41])[CH2:42][CH:43]([CH3:44])[CH3:45])=[O:46].[CH3:47][CH2:48][OH:49]>>[O:8]=[C:9]([CH:10]([NH:11][C:12]([CH:13]([CH2:14][CH:15]([CH2:16][c:17]1[cH:18][cH:19][cH:20][cH:21][cH:22]1)[C:23](=[O:24])[O:25][CH2:26][O:27][C:28]([C:29]([CH3:30])([CH3:31])[CH3:32])=[O:33])[CH2:34][c:35]1[cH:36][cH:37][cH:38][cH:39][cH:40]1)=[O:41])[CH2:42][CH:43]([CH3:44])[CH3:45])[OH:46]. Starting materials: C(=O)(O)COC1=C(C=CC(=C1)OC=CC(C)C)C(C)=O (2'-carboxymethoxy-4'-(3-methyl-butenyloxy)acetophenone), C(=CCCCCCC)C1=CC=C(C=O)C=C1 (4-(1-octenyl)benzaldehyde), [OH-].[K+] (potassium hydroxide). Run in C(C)O (ethanol). Conditions: time 45 minute. The product is C(=O)(O)COC1=C(C(C=CC2=CC=C(C=C2)\C=C\CCCCCC)=O)C=CC(=C1)OCC=C(C)C (2'-carboxymethoxy-4'-(3-methyl-2-butenyloxy)-4-(1-(E)-octenyl)chalcone). Yield: 57.5%. Reaction SMILES: [C:1]([CH2:4][O:5][C:6]1[CH:11]=[C:10]([O:12][CH:13]=[CH:14][CH:15]([CH3:17])[CH3:16])[CH:9]=[CH:8][C:7]=1[C:18](=[O:20])[CH3:19])([OH:3])=[O:2].[CH:21]([C:29]1[CH:36]=[CH:35][C:32]([CH:33]=O)=[CH:31][CH:30]=1)=[CH:22][CH2:23][CH2:24][CH2:25][CH2:26][CH2:27][CH3:28].[OH-].[K+]>C(O)C>[C:1]([CH2:4][O:5][C:6]1[CH:11]=[C:10]([O:12][CH2:13][CH:14]=[C:15]([CH3:16])[CH3:17])[CH:9]=[CH:8][C:7]=1[C:18](=[O:20])[CH:19]=[CH:33][C:32]1[CH:35]=[CH:36][C:29](/[CH:21]=[CH:22]/[CH2:23][CH2:24][CH2:25][CH2:26][CH2:27][CH3:28])=[CH:30][CH:31]=1)([OH:3])=[O:2] |f:2.3|. Reported procedure: To a solution of 9.35 g of 2'-carboxymethoxy-4'-(3-methyl-butenyloxy)acetophenone and 7.37 g of 4-(1-octenyl)benzaldehyde in 170 ml of ethanol was added 11.5 g of potassium hydroxide and the mixture was stirred for 45 minutes. After neutralization with dilute hydrochloric acid, the precipitated solid was collected by filtration and recrystallized from 90% ethanol to give 9.2 g of 2'-carboxymethoxy-4'-(3-methyl-2-butenyloxy)-4-(1-(E)-octenyl)chalcone of the title compound as a plae yellow powder. Starting materials: COC(=O)C(C)Br, O=C([O-])[O-], CC#N, Cn1c(C(F)(F)F)cc(=O)n(-c2cc(Oc3ncccc3O)c(Cl)cc2F)c1=O, [K+], [K+], O. Yields the product COC(=O)C(C)Oc1cccnc1Oc1cc(-n2c(=O)cc(C(F)(F)F)n(C)c2=O)c(F)cc1Cl. As a reaction SMILES: [Br:30][CH:31]([C:32](=[O:33])[O:34][CH3:35])[CH3:36].[C:37](=[O:38])([O-:39])[O-:40].[CH3:44][C:45]#[N:46].[Cl:1][c:2]1[c:3]([O:4][c:5]2[n:6][cH:7][cH:8][cH:9][c:10]2[OH:11])[cH:12][c:13](-[n:17]2[c:18](=[O:29])[n:19]([CH3:28])[c:20]([C:24]([F:25])([F:26])[F:27])[cH:21][c:22]2=[O:23])[c:14]([F:16])[cH:15]1.[K+:41].[K+:42].[OH2:43]>>[Cl:1][c:2]1[c:3]([O:4][c:5]2[n:6][cH:7][cH:8][cH:9][c:10]2[O:11][CH:31]([C:32](=[O:33])[O:34][CH3:35])[CH3:36])[cH:12][c:13](-[n:17]2[c:18](=[O:29])[n:19]([CH3:28])[c:20]([C:24]([F:25])([F:26])[F:27])[cH:21][c:22]2=[O:23])[c:14]([F:16])[cH:15]1.